From a dataset of the Open Reaction Database (ORD), a public repository of structured organic reaction records. describe an organic reaction: reactants, conditions, products, and yield Starting materials: ClC1=NC=CC=C1NC(C1=C(C=CC=C1)N)=O (2-chloro-3-(2-aminobenzoyl)aminopyridine), Cl.C1CCN2CCCC12C(=O)Cl (pyrrolizidine-7a-carbonyl chloride hydrochloride). Run in N1=CC=CC=C1 (pyridine). Reaction conditions: temperature 10 celsius, time 17 hour. Product: ClC1=NC=CC=C1NC(C1=C(C=CC=C1)NC(=O)C12CCCN2CCC1)=O (2-Chloro-3-(2-(pyrrolizidine-7a-carbonyl)aminobenzoyl]aminopyridine). The yield is 77.1%. Reaction SMILES: [Cl:1][C:2]1[C:7]([NH:8][C:9](=[O:17])[C:10]2[CH:15]=[CH:14][CH:13]=[CH:12][C:11]=2[NH2:16])=[CH:6][CH:5]=[CH:4][N:3]=1.Cl.[CH2:19]1[C:26]2([C:27](Cl)=[O:28])[N:22]([CH2:23][CH2:24][CH2:25]2)[CH2:21][CH2:20]1>N1C=CC=CC=1>[Cl:1][C:2]1[C:7]([NH:8][C:9](=[O:17])[C:10]2[CH:15]=[CH:14][CH:13]=[CH:12][C:11]=2[NH:16][C:27]([C:26]23[CH2:25][CH2:24][CH2:23][N:22]2[CH2:21][CH2:20][CH2:19]3)=[O:28])=[CH:6][CH:5]=[CH:4][N:3]=1 |f:1.2|. Procedure details: To a solution of 2-chloro-3-(2-aminobenzoyl)aminopyridine (15.0 g, 61.0 mmol), in 200 ml of anhydrous pyridine, pyrrolizidine-7a-carbonyl chloride hydrochloride (14.0 g, 80.5 mmol), prepared as described in Reference Example 3) was added at -20° C. The mixture was stirred for 17 hours at 10° C. and evaporated in vacuo to dryness. The remaining residue was partitioned between saturated sodium biscarbonate solution and chloroform. The organic layer was dried over anhydrous sodium sulfate, filtered...